This data is from the Open Reaction Database (ORD), a public repository of structured organic reaction records. The task is: describe an organic reaction: reactants, conditions, products, and yield Reactants: [Br-], O=C([O-])[O-], CN(C)C=O, [K+], [K+], c1cnc(N2CC[N+]3(CCCC3)CC2)nc1, c1cn[nH]c1. The product is c1cnc(N2CCN(CCCCn3cccn3)CC2)nc1. Reaction SMILES: [Br-:1].[C:23](=[O:24])([O-:25])[O-:26].[CH3:29][N:30]([CH3:31])[CH:32]=[O:33].[K+:27].[K+:28].[n:2]1[c:3]([N:8]2[CH2:9][CH2:10][N+:11]3([CH2:12][CH2:13][CH2:14][CH2:15]3)[CH2:16][CH2:17]2)[n:4][cH:5][cH:6][cH:7]1.[nH:18]1[n:19][cH:20][cH:21][cH:22]1>>[n:2]1[c:3]([N:8]2[CH2:9][CH2:10][N:11]([CH2:15][CH2:14][CH2:13][CH2:12][n:18]3[n:19][cH:20][cH:21][cH:22]3)[CH2:16][CH2:17]2)[n:4][cH:5][cH:6][cH:7]1. The reactants are ClC1=CC(=C(C=C1)/C=C/C(=O)C=1C=CC(N(C1)C)=O)F ((E)-5-(3-(4-chloro-2-fluorophenyl)acryloyl)-1-methylpyridin-2(1H)-one), C(C)(=O)NC=1C=C(C=CC1)B(O)O (3-acetamidophenylboronic acid), C(O)([O-])=O.[Na+] (sodium hydrogencarbonate). Reagents/catalysts: C1/C=C\CC/C=C\C1.C1/C=C\CC/C=C\C1.[Cl-].[Cl-].[Rh].[Rh] (chloro(1,5-cyclooctadiene)rhodium(I) dimer). The solvent is O1CCOCC1 (1,4-dioxane), O (water). The product is ClC1=CC(=C(C=C1)C(CC(=O)C1=CN(C(C=C1)=O)C)C=1C=C(C=CC1)NC(C)=O)F (N-(3-(1-(4-Chloro-2-fluorophenyl)-3-(1-methyl-6-oxo-1,6-dihydropyridin-3-yl)-3-oxopropyl)phenyl)acetamide). RXN SMILES: [Cl:1][C:2]1[CH:7]=[CH:6][C:5](/[CH:8]=[CH:9]/[C:10]([C:12]2[CH:13]=[CH:14][C:15](=[O:19])[N:16]([CH3:18])[CH:17]=2)=[O:11])=[C:4]([F:20])[CH:3]=1.[C:21]([NH:24][C:25]1[CH:26]=[C:27](B(O)O)[CH:28]=[CH:29][CH:30]=1)(=[O:23])[CH3:22].C(=O)([O-])O.[Na+]>O1CCOCC1.O.C1CC=CCCC=C1.C1CC=CCCC=C1.[Cl-].[Cl-].[Rh].[Rh]>[Cl:1][C:2]1[CH:7]=[CH:6][C:5]([CH:8]([C:29]2[CH:30]=[C:25]([NH:24][C:21](=[O:23])[CH3:22])[CH:26]=[CH:27][CH:28]=2)[CH2:9][C:10]([C:12]2[CH:13]=[CH:14][C:15](=[O:19])[N:16]([CH3:18])[CH:17]=2)=[O:11])=[C:4]([F:20])[CH:3]=1 |f:2.3,6.7.8.9.10.11|. Procedure: In analogy to example 203, step 1, (E)-5-(3-(4-chloro-2-fluorophenyl)acryloyl)-1-methylpyridin-2(1H)-one (example 319, step 2) was reacted with 3-acetamidophenylboronic acid in the presence of chloro(1,5-cyclooctadiene)rhodium(I) dimer and sodium hydrogencarbonate in 1,4-dioxane and water at 60° C. to give the title compound as a brown solid, MS (ESI+): m/z=427.1 [M+H]+. Starting materials: [Br-], CCO, N#CC(=O)c1ccc(Cl)cc1, [Na+], O, O=S(=O)(O)O. Yields the product CCOC(=O)C(=O)c1ccc(Cl)cc1. RXN SMILES: [Br-:13].[CH3:19][CH2:20][OH:21].[Cl:1][c:2]1[cH:3][cH:4][c:5]([C:6](=[O:7])[C:8]#[N:9])[cH:10][cH:11]1.[Na+:12].[OH2:22].[S:14]([OH:15])(=[O:16])(=[O:17])[OH:18]>>[Cl:1][c:2]1[cH:3][cH:4][c:5]([C:6](=[O:7])[C:8](=[O:15])[O:21][CH2:20][CH3:19])[cH:10][cH:11]1. The reactants are C1CNCCN1, C1CCOC1, CCOC(=O)C(F)(F)F. The product is O=C(N1CCNCC1)C(F)(F)F. Reaction SMILES: [CH2:10]1[CH2:11][NH:12][CH2:13][CH2:14][NH:15]1.[CH2:16]1[O:17][CH2:18][CH2:19][CH2:20]1.[F:1][C:2]([C:3]([O:5][CH2:4][CH3:6])=[O:7])([F:8])[F:9]>>[F:1][C:2]([C:3](=[O:5])[N:12]1[CH2:11][CH2:10][NH:15][CH2:14][CH2:13]1)([F:8])[F:9]. Reactants: COC(=O)C1=CC(=NS1)OCC=1C(=NOC1C)C1=NC=CC=C1 (3-(5-methyl-3-pyridin-2-yl-isoxazol-4-ylmethoxy)-isothiazole-5-carboxylic acid methyl ester), COC(=O)C1=CC(=NO1)OCC=1C(=NOC1C)C1=NC=CC=C1 (3-(5-methyl-3-pyridin-2-yl-isoxazol-4-ylmethoxy)-isoxazole-5-carboxylic acid methyl ester), C(C)(C)N (isopropyl amine). The product is C(C)(C)NC(=O)C1=CC(=NS1)OCC=1C(=NOC1C)C1=NC=CC=C1 (3-(5-Methyl-3-pyridin-2-yl-isoxazol-4-ylmethoxy)-isothiazole-5-carboxylic acid isopropyl-amide). Yield: 83.0%. RXN SMILES: CO[C:3]([C:5]1[S:9][N:8]=[C:7]([O:10][CH2:11][C:12]2[C:13]([C:18]3[CH:23]=[CH:22][CH:21]=[CH:20][N:19]=3)=[N:14][O:15][C:16]=2[CH3:17])[CH:6]=1)=[O:4].COC(C1ON=C(OC[C:35]2[C:36]([C:41]3C=CC=CN=3)=[N:37]OC=2C)C=1)=O.C(N)(C)C>>[CH:36]([NH:37][C:3]([C:5]1[S:9][N:8]=[C:7]([O:10][CH2:11][C:12]2[C:13]([C:18]3[CH:23]=[CH:22][CH:21]=[CH:20][N:19]=3)=[N:14][O:15][C:16]=2[CH3:17])[CH:6]=1)=[O:4])([CH3:41])[CH3:35]. Procedure: As described for example 14e, 3-(5-methyl-3-pyridin-2-yl-isoxazol-4-ylmethoxy)-isothiazole-5-carboxylic acid methyl ester (100 mg, 0.32 mmol), instead of 3-(5-methyl-3-pyridin-2-yl-isoxazol-4-ylmethoxy)-isoxazole-5-carboxylic acid methyl ester, was converted, using isopropyl amine (22 mg, 0.37 mmol), to the title compound (95 mg, 83%) which was obtained as an off white solid after purification by chromatography (silica, heptane:ethyl acetate=4:1 to 1:4). MS: m/e=343.2 [M+H]+. Reactants: NC(CC)C=1C(NC(=NN1)C1CC1)=O (6-(1-aminopropyl)-3-cyclopropyl-1.2,4-triazin-5(4H)-one), C(C)(C)(C)C1CCC(CC1)C(=O)Cl (4-tert-butyl-cyclohexanecarbonyl chloride). Product: C(C)(C)(C)C1CCC(CC1)C(=O)NC(CC)C=1C(NC(=NN1)C1CC1)=O (4-tert-Butyl-N-[1-(3-cyclopropyl-5-oxo-4,5-dihydro-1,2,4-triazin-6-yl)propyl]-cyclohexanecarboxamide). Reaction SMILES: [NH2:1][CH:2]([C:5]1[C:6](=[O:14])[NH:7][C:8]([CH:11]2[CH2:13][CH2:12]2)=[N:9][N:10]=1)[CH2:3][CH3:4].[C:15]([CH:19]1[CH2:24][CH2:23][CH:22]([C:25](Cl)=[O:26])[CH2:21][CH2:20]1)([CH3:18])([CH3:17])[CH3:16]>>[C:15]([CH:19]1[CH2:20][CH2:21][CH:22]([C:25]([NH:1][CH:2]([C:5]2[C:6](=[O:14])[NH:7][C:8]([CH:11]3[CH2:13][CH2:12]3)=[N:9][N:10]=2)[CH2:3][CH3:4])=[O:26])[CH2:23][CH2:24]1)([CH3:18])([CH3:16])[CH3:17]. Procedure: In analogy to the procedure for Example 36A, 250 mg (1.29 mmol) 6-(1-aminopropyl)-3-cyclopropyl-1.2,4-triazin-5(4H)-one, 260 mg (1.29 mmol) 4-tert-butyl-cyclohexanecarbonyl chloride and proportionate amounts of the other reagents are used. The crude product is used in the next step without further purification. The reactants are COc1ccnc(-c2ccc(Cl)cc2)c1, [Na+], O=[N+]([O-])O, O=C([O-])O, O=S(=O)(O)O. Product: COc1ccnc(-c2ccc(Cl)c([N+](=O)[O-])c2)c1. Reaction SMILES: [CH3:1][O:2][c:3]1[cH:4][c:5](-[c:9]2[cH:10][cH:11][c:12]([Cl:15])[cH:13][cH:14]2)[n:6][cH:7][cH:8]1.[Na+:20].[OH:16][N+:17]([O-:18])=[O:19].[OH:21][C:22](=[O:23])[O-:24].[S:25](=[O:26])(=[O:27])([OH:28])[OH:29]>>[CH3:1][O:2][c:3]1[cH:4][c:5](-[c:9]2[cH:10][c:11]([N+:17](=[O:16])[O-:18])[c:12]([Cl:15])[cH:13][cH:14]2)[n:6][cH:7][cH:8]1. Starting materials: BrC1=C(C=CC(=C1)F)S(=O)(=O)Cl (2-Bromo-4-fluorobenzenesulfonyl chloride), NC1=CC=C2C(OC[C@@H]3N2CCC3)=C1C(=O)OC (methyl (R)-7-amino-2,3,3a,4-tetrahydro-1H-benzo[b]pyrrolo[1,2-d][1,4]oxazine-6-carboxylate), NC1=CC=C2C(OC[C@@H]3N2CCC3)=C1C(=O)OC (methyl (R)-7-amino-2,3,3a,4-tetrahydro-1H-benzo[b]pyrrolo[1,2-d][1,4]oxazine-6-carboxylate). Run in N1=CC=CC=C1 (pyridine), C(Cl)Cl (DCM). Run at time 8 hour. Yields the product BrC1=C(C=CC(=C1)F)S(=O)(=O)NC1=CC=C2C(OC[C@@H]3N2CCC3)=C1C(=O)OC (methyl (R)-7-(2-bromo-4-fluorobenzenesulfonylamino]-2,3,3a,4-tetrahydro-1H-benzo[b]pyrrolo[1,2-d][1,4]oxazine-6-carboxylate). The yield is 79.9%. Reaction SMILES: [Br:1][C:2]1[CH:7]=[C:6]([F:8])[CH:5]=[CH:4][C:3]=1[S:9](Cl)(=[O:11])=[O:10].[NH2:13][C:14]1[C:26]([C:27]([O:29][CH3:30])=[O:28])=[C:18]2[O:19][CH2:20][C@H:21]3[CH2:25][CH2:24][CH2:23][N:22]3[C:17]2=[CH:16][CH:15]=1>N1C=CC=CC=1.C(Cl)Cl>[Br:1][C:2]1[CH:7]=[C:6]([F:8])[CH:5]=[CH:4][C:3]=1[S:9]([NH:13][C:14]1[C:26]([C:27]([O:29][CH3:30])=[O:28])=[C:18]2[O:19][CH2:20][C@H:21]3[CH2:25][CH2:24][CH2:23][N:22]3[C:17]2=[CH:16][CH:15]=1)(=[O:11])=[O:10]. Procedure details: 2-Bromo-4-fluorobenzenesulfonyl chloride (0.656 g) was added to a solution of methyl (R)-7-amino-2,3,3a,4-tetrahydro-1H-benzo[b]pyrrolo[1,2-d][1,4]oxazine-6-carboxylate (Intermediate 6, 0.525 g) in pyridine (10 mL) and DCM (10 mL) and the mixture was stirred at room temperature overnight. The mixture was concentrated in vacuo and the residue was partitioned between ethyl acetate and 0.5M hydrochloric acid solution. The organic layer was dried (Na2SO4), filtered and the filtrate was concentrated ... The reagents and catalysts are Cl[Pd]([P](C1=CC=CC=C1)(C2=CC=CC=C2)C3=CC=CC=C3)([P](C4=CC=CC=C4)(C5=CC=CC=C5)C6=CC=CC=C6)Cl (Pd(PPh3)2Cl2). Product: O=C1C2(CC3=CC=C(C=C13)C=1C=C(C#N)C=CC1)CC1=CC=CC=C1C2 (3-(1-oxo-1,1′,3,3′-tetrahydro-2,2′-spirobi[indene]-6-yl)benzonitrile). Isolated yield 10.1%. As a reaction SMILES: Br[C:2]1[CH:10]=[C:9]2[C:5]([CH2:6][C:7]3([CH2:19][C:18]4[C:13](=[CH:14][CH:15]=[CH:16][CH:17]=4)[CH2:12]3)[C:8]2=[O:11])=[CH:4][CH:3]=1.[C:20]([C:22]1[CH:23]=[C:24](B(O)O)[CH:25]=[CH:26][CH:27]=1)#[N:21]>O1CCOCC1.C([O-])([O-])=O.[Cs+].[Cs+].Cl[Pd](Cl)([P](C1C=CC=CC=1)(C1C=CC=CC=1)C1C=CC=CC=1)[P](C1C=CC=CC=1)(C1C=CC=CC=1)C1C=CC=CC=1>[O:11]=[C:8]1[C:9]2[C:5](=[CH:4][CH:3]=[C:2]([C:26]3[CH:27]=[C:22]([CH:23]=[CH:24][CH:25]=3)[C:20]#[N:21])[CH:10]=2)[CH2:6][C:7]21[CH2:12][C:13]1[C:18](=[CH:17][CH:16]=[CH:15][CH:14]=1)[CH2:19]2 |f:3.4.5,^1:45,64|. Reported procedure: 6-Bromo-1′,3′-dihydro-2,2′-spirobi[inden]-1(3H)-one (314 mg, 1 mmol), 3-cyanophenylboronic acid (294 g, 2 mmol) in [1,4]-dioxane (12 mL), Cs2CO3 (2 N, 3.2 mL), then Pd(PPh3)2Cl2 (5 mg, 0.01 mmol) was added under Ar2, the mixture was stirred at 100° C. for 5 minutes under microwave. The reaction mixture was concentrated in vacuo to give the residue, which was purified by TLC to give 3-(1-oxo-1,1′,3,3′-tetrahydro-2,2′-spirobi[indene]-6-yl)benzonitrile (34 mg, 10%). 1H-NMR (CDCl3): 3.00 (d, 2H), 3.... Starting materials: BrC1=CC=C2CC3(C(C2=C1)=O)CC1=CC=CC=C1C3 (6-Bromo-1′,3′-dihydro-2,2′-spirobi[inden]-1(3H)-one), C(#N)C=1C=C(C=CC1)B(O)O (3-cyanophenylboronic acid). Run in O1CCOCC1 ([1,4]-dioxane), C(=O)([O-])[O-].[Cs+].[Cs+] (Cs2CO3). Reaction conditions: temperature 100 celsius, time 5 minute.